Dataset: the Open Reaction Database (ORD), a public repository of structured organic reaction records. Task: describe an organic reaction: reactants, conditions, products, and yield The reactants are N(=NC(=O)N1CCCCC1)C(=O)N1CCCCC1 (1,1'-(azodicarbonyl) dipiperidine), ClC=1C=C(C=CC1)S(=O)(=O)OC=1C=C(C=C(C1)C)O (3-(3-chlorophenylsulfonyloxy)-5-methylphenol), C(CCC)P(CCCC)CCCC (tri-n-butylphosphine), C(CCO)O (1,3-propanediol). Solvent: O1CCCC1 (tetrahydrofuran), CCCCCC (Hexane). Reaction conditions: time 8 hour. Yields the product ClC=1C=C(C=CC1)S(=O)(=O)OC=1C=C(OCCCO)C=C(C1)C (3-[3-(3-Chlorophenylsulfonyloxy)-5-methylphenoxy]propanol). Isolated yield 89.7%. RXN SMILES: [Cl:1][C:2]1[CH:3]=[C:4]([S:8]([O:11][C:12]2[CH:13]=[C:14]([OH:19])[CH:15]=[C:16]([CH3:18])[CH:17]=2)(=[O:10])=[O:9])[CH:5]=[CH:6][CH:7]=1.C(P(CCCC)CCCC)CCC.[CH2:33](O)[CH2:34][CH2:35][OH:36].N(C(N1CCCCC1)=O)=NC(N1CCCCC1)=O>O1CCCC1.CCCCCC>[Cl:1][C:2]1[CH:3]=[C:4]([S:8]([O:11][C:12]2[CH:13]=[C:14]([CH:15]=[C:16]([CH3:18])[CH:17]=2)[O:19][CH2:33][CH2:34][CH2:35][OH:36])(=[O:9])=[O:10])[CH:5]=[CH:6][CH:7]=1. Procedure details: To a solution of 3-(3-chlorophenylsulfonyloxy)-5-methylphenol (450 mg, 1.5 mmol), as prepared in the preceding step, tri-n-butylphosphine (607 mg, 3.0 mmol) and 1,3-propanediol (760 mg, 10 mmol) in anhydrous tetrahydrofuran (20 mL) was added 1,1'-(azodicarbonyl) dipiperidine (757 mg, 3.0 mmol). The mixture was stirred at ambient temperature overnight. Hexane (30 mL) was added to the mixture, and the precipitates were removed by filtration. The filtrate was evaporated in vacuo, and the residue wa... Reactants: CCCC[N+](CCCC)(CCCC)CCCC, [F-], CC(C)[Si](OCCN1C(=O)COc2ccc(COC3CN(C(=O)OCc4ccccc4)CCC3c3ccc(OCCCOc4cc(F)ccc4F)cc3)cc21)(C(C)C)C(C)C, C1CCOC1. Product: O=C(OCc1ccccc1)N1CCC(c2ccc(OCCCOc3cc(F)ccc3F)cc2)C(OCc2ccc3c(c2)N(CCO)C(=O)CO3)C1. RXN SMILES: [CH3:63][CH2:64][CH2:65][CH2:66][N+:67]([CH2:68][CH2:69][CH2:70][CH3:71])([CH2:72][CH2:73][CH2:74][CH3:75])[CH2:76][CH2:77][CH2:78][CH3:79].[F-:62].[F:1][c:2]1[c:3]([O:4][CH2:5][CH2:6][CH2:7][O:8][c:9]2[cH:10][cH:11][c:12]([CH:15]3[CH:16]([O:31][CH2:32][c:33]4[cH:34][cH:35][c:36]5[c:37]([cH:56]4)[N:38]([CH2:43][CH2:44][O:45][Si:46]([CH:47]([CH3:48])[CH3:49])([CH:50]([CH3:51])[CH3:52])[CH:53]([CH3:54])[CH3:55])[C:39](=[O:42])[CH2:40][O:41]5)[CH2:17][N:18]([C:21](=[O:22])[O:23][CH2:24][c:25]4[cH:26][cH:27][cH:28][cH:29][cH:30]4)[CH2:19][CH2:20]3)[cH:13][cH:14]2)[cH:57][c:58]([F:61])[cH:59][cH:60]1.[O:80]1[CH2:81][CH2:82][CH2:83][CH2:84]1>>[F:1][c:2]1[c:3]([O:4][CH2:5][CH2:6][CH2:7][O:8][c:9]2[cH:10][cH:11][c:12]([CH:15]3[CH:16]([O:31][CH2:32][c:33]4[cH:34][cH:35][c:36]5[c:37]([cH:56]4)[N:38]([CH2:43][CH2:44][OH:45])[C:39](=[O:42])[CH2:40][O:41]5)[CH2:17][N:18]([C:21](=[O:22])[O:23][CH2:24][c:25]4[cH:26][cH:27][cH:28][cH:29][cH:30]4)[CH2:19][CH2:20]3)[cH:13][cH:14]2)[cH:57][c:58]([F:61])[cH:59][cH:60]1. The reactants are BrC=1C=2C3C(N(C2C=CC1)C(=O)OC(C)(C)C)CCN(CC3)C(=O)OC(C)(C)C (di(tert-butyl) 10-bromo-1,2,4,5,5a,10b-hexahydroazepino[4,5-b]indole-3,6-dicarboxylate), P(=O)([O-])([O-])[O-].[K+].[K+].[K+] (potassium phosphate), C1=CC=C(C=2OC3=C(C21)C=CC=C3)B(O)O (4-dibenzofuranboronic acid), N#N (N2). The reagents and catalysts are C=1C=CC(=CC1)[P](C=2C=CC=CC2)(C=3C=CC=CC3)[Pd]([P](C=4C=CC=CC4)(C=5C=CC=CC5)C=6C=CC=CC6)([P](C=7C=CC=CC7)(C=8C=CC=CC8)C=9C=CC=CC9)[P](C=1C=CC=CC1)(C=1C=CC=CC1)C=1C=CC=CC1 (tetrakis(triphenylphosphine)palladium). The solvent is CN(C)C=O (DMF). Run at temperature 80 celsius. The product is C1=CC=C(C=2OC3=C(C21)C=CC=C3)C=3C=2[C@H]1[C@@H](NC2C=CC3)CCNCC1 ((5aS*,10bS*)-10-dibenzo[b,d]furan-4-yl-1,2,3,4,5,5a,6,10b-octahydroazepino[4,5-b]indole). Isolated yield 46.1%. As a reaction SMILES: Br[C:2]1[C:3]2[CH:4]3[CH2:22][CH2:21][N:20](C(OC(C)(C)C)=O)[CH2:19][CH2:18][CH:5]3[N:6](C(OC(C)(C)C)=O)[C:7]=2[CH:8]=[CH:9][CH:10]=1.P([O-])([O-])([O-])=O.[K+].[K+].[K+].[CH:38]1[C:46]2[C:45]3[CH:47]=[CH:48][CH:49]=[CH:50][C:44]=3[O:43][C:42]=2[C:41](B(O)O)=[CH:40][CH:39]=1.N#N>C1C=CC([P]([Pd]([P](C2C=CC=CC=2)(C2C=CC=CC=2)C2C=CC=CC=2)([P](C2C=CC=CC=2)(C2C=CC=CC=2)C2C=CC=CC=2)[P](C2C=CC=CC=2)(C2C=CC=CC=2)C2C=CC=CC=2)(C2C=CC=CC=2)C2C=CC=CC=2)=CC=1.CN(C=O)C>[CH:38]1[C:46]2[C:45]3[CH:47]=[CH:48][CH:49]=[CH:50][C:44]=3[O:43][C:42]=2[C:41]([C:2]2[C:3]3[C@@H:4]4[CH2:22][CH2:21][NH:20][CH2:19][CH2:18][C@@H:5]4[NH:6][C:7]=3[CH:8]=[CH:9][CH:10]=2)=[CH:40][CH:39]=1 |f:1.2.3.4,^1:59,61,80,99|. Procedure details: A 30-mL shaker vial was charged with di(tert-butyl) 10-bromo-1,2,4,5,5a,10b-hexahydroazepino[4,5-b]indole-3,6-dicarboxylate (0.10 g, 0.214 mmol), potassium phosphate (0.068 g, 0.32 mmol), 4-dibenzofuranboronic acid (0.136 g, 0.642 mmol), and DMF (2 mL). The vial was purged with N2, and tetrakis(triphenylphosphine)palladium (0.025 g, 0.02 mmol) was added and the mixture was agitated at 250 RPM with heating at 80° C. overnight. The mixture was filtered through Celite, washing with MeOH (3-5 mL), a... Starting materials: Br, CCCCCC, CC(=O)O, Nc1sc2c(c1C(=O)c1ccccc1)CCN(C(=O)OCc1ccccc1)C2, [Na+], [OH-], O. Yields the product Nc1sc2c(c1C(=O)c1ccccc1)CCNC2. RXN SMILES: [BrH:29].[CH3:30][CH2:31][CH2:32][CH2:33][CH2:34][CH3:35].[CH3:38][C:39](=[O:40])[OH:41].[NH2:1][c:2]1[c:3]([C:21]([c:22]2[cH:23][cH:24][cH:25][cH:26][cH:27]2)=[O:28])[c:4]2[c:5]([s:20]1)[CH2:6][N:7]([C:10]([O:11][CH2:12][c:13]1[cH:14][cH:15][cH:16][cH:17][cH:18]1)=[O:19])[CH2:8][CH2:9]2.[Na+:37].[OH-:36].[OH2:42]>>[NH2:1][c:2]1[c:3]([C:21]([c:22]2[cH:23][cH:24][cH:25][cH:26][cH:27]2)=[O:28])[c:4]2[c:5]([s:20]1)[CH2:6][NH:7][CH2:8][CH2:9]2. Reactants: C(C)C(C(=O)NC=1C2=C(N(N1)C)C1=C(S2)C=C(C=C1)NC(=O)OCC1=CC=CC=C1)C (2-ethyl-N-(6-carbobenzyloxyamino-1-methyl-1H-(1) benzothieno[3,2-c]pyrazol-3-yl)propanamide). Solvent: Br (hydrobromic acid), C(C)(=O)O (acetic acid), CCOCC (ether). Product: C(C)C(C(=O)NC=1C2=C(N(N1)C)C1=C(S2)C=C(C=C1)N)C (2-ethyl-N-(6-amino-1-methyl-1H-(1)benzothieno[3,2-c]-pyrazol-3-yl)propanamide). RXN SMILES: [CH2:1]([CH:3]([CH3:31])[C:4]([NH:6][C:7]1[C:8]2[S:15][C:14]3[CH:16]=[C:17]([NH:20]C(OCC4C=CC=CC=4)=O)[CH:18]=[CH:19][C:13]=3[C:9]=2[N:10]([CH3:12])[N:11]=1)=[O:5])[CH3:2]>Br.C(O)(=O)C.CCOCC>[CH2:1]([CH:3]([CH3:31])[C:4]([NH:6][C:7]1[C:8]2[S:15][C:14]3[CH:16]=[C:17]([NH2:20])[CH:18]=[CH:19][C:13]=3[C:9]=2[N:10]([CH3:12])[N:11]=1)=[O:5])[CH3:2]. Reported procedure: A suspension of this crude amide in 200 ml of 48% hydrobromic acid in acetic acid was stirred at room temperature for several hours until it was all dissolved. The reaction mixture was then diluted with ether and the solid precipitate that formed was collected by filtration. The solid was distributed between methylene chloride and 10% sodium bicarbonate solution and the organic layer was separated and dried over potassium carbonate. The residue obtained after removal of the solvent in vacuo was ... The reactants are C(C)(C)C1=C(C(=CC=C1)C1=CC=CC=C1)OC (2-isopropyl-6-phenylanisole), O (water), C(C)OCC (diethylether). Solvent: C(Cl)Cl (methylene chloride). Reaction conditions: time 12 hour. Product: C(C)(C)C1=C(C(=CC=C1)C1=CC=CC=C1)O (2-isopropyl-6-phenylphenol). Isolated yield 94.0%. As a reaction SMILES: [CH:1]([C:4]1[CH:9]=[CH:8][CH:7]=[C:6]([C:10]2[CH:15]=[CH:14][CH:13]=[CH:12][CH:11]=2)[C:5]=1[O:16]C)([CH3:3])[CH3:2].O.C(OCC)C>C(Cl)Cl>[CH:1]([C:4]1[CH:9]=[CH:8][CH:7]=[C:6]([C:10]2[CH:15]=[CH:14][CH:13]=[CH:12][CH:11]=2)[C:5]=1[OH:16])([CH3:3])[CH3:2]. Procedure: A mixed solution of 8 mL of water and 32 mL of dimethoxyethane was added into a flask into which 2-bromo-6-isopropylanisole (1.98 g, 8.64 mmol), phenylboronic acid (2.10 g, 17.28 mmol), palladium acetate (96 mg, 0.43 mmol), triphenylphosphine (0.225 g, 0.86 mmol), and potassium phosphate (11 g, 51.84 mmol) were already added, and then refluxed at normal temperature for 12 hours. After cooling to normal temperature, an ammonium chloride aqueous solution (15 mL) and 30 mL of diethylether were adde...